Dataset: the Open Reaction Database (ORD), a public repository of structured organic reaction records. Task: describe an organic reaction: reactants, conditions, products, and yield Starting materials: C1CS1 (ethylene sulfide), N1=CC=C(C=C1)CS(=O)(=O)[O-].[Na+] (sodium 4-pyridylmethylsulfonate). The reagents and catalysts are [N+](=O)([O-])[O-].[Ag+] (silver nitrate). Run in O (water), O (water), O (water). Reaction conditions: time 1 hour. The product is [OH-].SCC[N+]1=CC=C(C=C1)CS(=O)(=O)O (1-(2-Mercaptoethyl)-4-sulfomethylpyridinium hydroxide). The yield is 31.4%. RXN SMILES: [N:1]1[CH:6]=[CH:5][C:4]([CH2:7][S:8]([O-:11])(=[O:10])=[O:9])=[CH:3][CH:2]=1.[Na+].[CH2:13]1[S:15][CH2:14]1>O.[N+]([O-])([O-])=O.[Ag+]>[OH-:9].[SH:15][CH2:14][CH2:13][N+:1]1[CH:2]=[CH:3][C:4]([CH2:7][S:8]([OH:11])(=[O:9])=[O:10])=[CH:5][CH:6]=1 |f:0.1,4.5,6.7|. Procedure: A solution of silver nitrate (1.31 g, 7.68 mmol) in water (4 ml) was added to a stirred solution of sodium 4-pyridylmethylsulfonate (1.50 g, 7.68 mmol) in water (15 ml). The resulting hazy solution was treated with ethylene sulfide (0.51 ml, 8.58 mmol) added dropwise over 2 minutes. The resulting gummy mixture was let stand at room temperature 30 minutes and the supernatant decanted. The residue was mixed with water (10 ml) and vigorously bubbled with hydrogen sulfide for 10 minutes. The mixture...